Dataset: the Open Reaction Database (ORD), a public repository of structured organic reaction records. Task: describe an organic reaction: reactants, conditions, products, and yield The reactants are CCOC(C)=O, Cc1ccccc1, CCO, CCOC(=O)C1(c2ccc(Cl)nc2)CC1, [Na+], [Na+], O=C([O-])[O-], O, OB(O)c1ccccc1, c1ccc(P(c2ccccc2)(c2ccccc2)[Pd](P(c2ccccc2)(c2ccccc2)c2ccccc2)(P(c2ccccc2)(c2ccccc2)c2ccccc2)P(c2ccccc2)(c2ccccc2)c2ccccc2)cc1. Yields the product CCOC(=O)C1(c2ccc(-c3ccccc3)nc2)CC1. As a reaction SMILES: [CH3:31][CH2:32][O:33][C:34](=[O:35])[CH3:36].[CH3:38][c:39]1[cH:40][cH:41][cH:42][cH:43][cH:44]1.[CH3:45][CH2:46][OH:47].[Cl:7][c:8]1[cH:9][cH:10][c:11]([C:14]2([C:17](=[O:18])[O:19][CH2:20][CH3:21])[CH2:15][CH2:16]2)[cH:12][n:13]1.[Na+:1].[Na+:2].[O-:3][C:4](=[O:5])[O-:6].[OH2:37].[OH:22][B:23]([OH:24])[c:25]1[cH:26][cH:27][cH:28][cH:29][cH:30]1.[cH:48]1[cH:49][cH:50][c:51]([P:52]([Pd:53]([P:54]([c:55]2[cH:56][cH:57][cH:58][cH:59][cH:60]2)([c:61]2[cH:62][cH:63][cH:64][cH:65][cH:66]2)[c:67]2[cH:68][cH:69][cH:70][cH:71][cH:72]2)([P:73]([c:74]2[cH:75][cH:76][cH:77][cH:78][cH:79]2)([c:80]2[cH:81][cH:82][cH:83][cH:84][cH:85]2)[c:86]2[cH:87][cH:88][cH:89][cH:90][cH:91]2)[P:92]([c:93]2[cH:94][cH:95][cH:96][cH:97][cH:98]2)([c:99]2[cH:100][cH:101][cH:102][cH:103][cH:104]2)[c:105]2[cH:106][cH:107][cH:108][cH:109][cH:110]2)([c:111]2[cH:112][cH:113][cH:114][cH:115][cH:116]2)[c:117]2[cH:118][cH:119][cH:120][cH:121][cH:122]2)[cH:123][cH:124]1>>[c:8]1(-[c:25]2[cH:26][cH:27][cH:28][cH:29][cH:30]2)[cH:9][cH:10][c:11]([C:14]2([C:17](=[O:18])[O:19][CH2:20][CH3:21])[CH2:15][CH2:16]2)[cH:12][n:13]1. Starting materials: O=C([O-])[O-], CN(C)C=O, Cc1oc(-c2ccccc2)nc1COc1ccc(CCl)cn1, [K+], [K+], O, COC(=O)Cc1cn(-c2ccccc2)nc1O. Yields the product COC(=O)Cc1cn(-c2ccccc2)nc1OCc1ccc(OCc2nc(-c3ccccc3)oc2C)nc1. As a reaction SMILES: [C:40](=[O:41])([O-:42])[O-:43].[CH3:46][N:47]([CH3:48])[CH:49]=[O:50].[Cl:18][CH2:19][c:20]1[cH:21][cH:22][c:23]([O:26][CH2:27][c:28]2[n:29][c:30](-[c:34]3[cH:35][cH:36][cH:37][cH:38][cH:39]3)[o:31][c:32]2[CH3:33])[n:24][cH:25]1.[K+:44].[K+:45].[OH2:51].[OH:1][c:2]1[n:3][n:4](-[c:12]2[cH:13][cH:14][cH:15][cH:16][cH:17]2)[cH:5][c:6]1[CH2:7][C:8](=[O:9])[O:10][CH3:11]>>[O:1]([c:2]1[n:3][n:4](-[c:12]2[cH:13][cH:14][cH:15][cH:16][cH:17]2)[cH:5][c:6]1[CH2:7][C:8](=[O:9])[O:10][CH3:11])[CH2:19][c:20]1[cH:21][cH:22][c:23]([O:26][CH2:27][c:28]2[n:29][c:30](-[c:34]3[cH:35][cH:36][cH:37][cH:38][cH:39]3)[o:31][c:32]2[CH3:33])[n:24][cH:25]1. Reactants: ClC=1N=C(C2=C(N1)C=C(S2)CN2CCN(CC2)S(=O)(=O)CS(=O)(=O)C)N2CCOCC2 (2-Chloro-6-(4-methanesulfonylmethanesulfonyl-piperazin-1-ylmethyl)-4-morpholin-4-yl-thieno[3,2-d]pyrimidine), NC1=NC=C(C=N1)B(O)O (2-aminopyrimidine-5-boronic acid). The product is CS(=O)(=O)CS(=O)(=O)N1CCN(CC1)CC1=CC=2N=C(N=C(C2S1)N1CCOCC1)C=1C=NC(=NC1)N (5-(6-((4-(methylsulfonylmethylsulfonyl)piperazin-1-yl)methyl)-4-morpholinothieno[3,2-d]pyrimidin-2-yl)pyrimidin-2-amine). Reaction SMILES: Cl[C:2]1[N:3]=[C:4]([N:26]2[CH2:31][CH2:30][O:29][CH2:28][CH2:27]2)[C:5]2[S:10][C:9]([CH2:11][N:12]3[CH2:17][CH2:16][N:15]([S:18]([CH2:21][S:22]([CH3:25])(=[O:24])=[O:23])(=[O:20])=[O:19])[CH2:14][CH2:13]3)=[CH:8][C:6]=2[N:7]=1.[NH2:32][C:33]1[N:38]=[CH:37][C:36](B(O)O)=[CH:35][N:34]=1>>[CH3:25][S:22]([CH2:21][S:18]([N:15]1[CH2:16][CH2:17][N:12]([CH2:11][C:9]2[S:10][C:5]3[C:4]([N:26]4[CH2:31][CH2:30][O:29][CH2:28][CH2:27]4)=[N:3][C:2]([C:36]4[CH:35]=[N:34][C:33]([NH2:32])=[N:38][CH:37]=4)=[N:7][C:6]=3[CH:8]=2)[CH2:13][CH2:14]1)(=[O:20])=[O:19])(=[O:24])=[O:23]. Procedure: 2-Chloro-6-(4-methanesulfonylmethanesulfonyl-piperazin-1-ylmethyl)-4-morpholin-4-yl-thieno[3,2-d]pyrimidine was reacted with 2-aminopyrimidine-5-boronic acid in General Procedure A. Purification on silica yielded 416. NMR (CDCl3): 2.67-2.70 (4H, m), 3.24 (3H, s), 3.49-3.54 (4H, m), 3.90 (2H, s), 3.90-3.93 (4H, m), 4.03-4.06 (4H, m), 4.42 (2H, s), 5.24 (2H, br s), 7.30 (1H, s), 9.30 (2H, s). MS (ESI+): MH+ 569.17 (100%) The reactants are C1(=CC=CC=C1)CCC(CS(=O)C1C(C(N1C(=P(C1=CC=CC=C1)(C1=CC=CC=C1)C1=CC=CC=C1)C(=O)OC(C)(C)C)=O)NC(C1=CC=CC=C1)(C1=CC=CC=C1)C1=CC=CC=C1)=O (4-(4-phenyl-2-oxobutylsulphinyl)-1-(1 -t-butoxycarbonyl-1-triphenylphosphoranylidenemethyl)-3-(triphenylmethyl-amino) azetidin-2-one). Run in O1CCOCC1 (dioxan). Product: C1(=CC=CC=C1)CCC=1CS([C@H]2N(C1C(=O)OC(C)(C)C)C(C2NC(C2=CC=CC=C2)(C2=CC=CC=C2)C2=CC=CC=C2)=O)=O (t-butyl 3-β-phenylethyl-7-triphenylmethylamino-3-cephem-4-carboxylate-1-oxide). Isolated yield 63.1%. RXN SMILES: [C:1]1([CH2:7][CH2:8][C:9](=O)[CH2:10][S:11]([CH:13]2[N:16]([C:17]([C:37]([O:39][C:40]([CH3:43])([CH3:42])[CH3:41])=[O:38])=P(C3C=CC=CC=3)(C3C=CC=CC=3)C3C=CC=CC=3)[C:15](=[O:44])[CH:14]2[NH:45][C:46]([C:59]2[CH:64]=[CH:63][CH:62]=[CH:61][CH:60]=2)([C:53]2[CH:58]=[CH:57][CH:56]=[CH:55][CH:54]=2)[C:47]2[CH:52]=[CH:51][CH:50]=[CH:49][CH:48]=2)=[O:12])[CH:6]=[CH:5][CH:4]=[CH:3][CH:2]=1>O1CCOCC1>[C:1]1([CH2:7][CH2:8][C:9]2[CH2:10][S:11](=[O:12])[C@@H:13]3[CH:14]([NH:45][C:46]([C:47]4[CH:52]=[CH:51][CH:50]=[CH:49][CH:48]=4)([C:59]4[CH:60]=[CH:61][CH:62]=[CH:63][CH:64]=4)[C:53]4[CH:58]=[CH:57][CH:56]=[CH:55][CH:54]=4)[C:15](=[O:44])[N:16]3[C:17]=2[C:37]([O:39][C:40]([CH3:41])([CH3:43])[CH3:42])=[O:38])[CH:2]=[CH:3][CH:4]=[CH:5][CH:6]=1. Procedure details: 4-(4-phenyl-2-oxobutylsulphinyl)-1-(1 -t-butoxycarbonyl-1-triphenylphosphoranylidenemethyl)-3-(triphenylmethyl-amino) azetidin-2-one (200 mg) was refluxed in dry dioxan (5 ml) under nitrogen for 8 hours. The mixture was evaporated to give a foam. The crude foam was chromatographed on silica gel eluting with ethyl acetate/petroleum ether mixtures to give t-butyl 3-β-phenylethyl-7-triphenylmethylamino-3-cephem-4-carboxylate-1-oxide as a yellow solid (87 mg). Reagents/catalysts: C/C(=C/C(=O)C)/[O-].C/C(=C/C(=O)C)/[O-].[Pd+2] (palladium acetylacetonate). Procedure: At 0C, a solution of 0.52 g of sodium nitrite in 1 ml of water is added within a period of 30 minutes to a mixture of 1 g of 2-amino-4-fluorobenzoic acid, 15 ml of water and 6.24 ml of concentrated sulfuric acid. The mixture is then stirred for one hour. Following addition of 0.3 g of amidosulfonic acid, 0.7 g of methyl acrylate in 9 ml of isopropanol are added dropwise, and 10 mg of palladium acetylacetonate are added. After 4 hours at 40° C., 30 ml of water are added and the resulting precipit... Yields the product FC1=CC(=C(C(=O)O)C=C1)C=CC(=O)OC (4-fluoro-2-(3-methoxy-3-oxo-1-propenyl)-benzoic acid). Reaction SMILES: N([O-])=O.[Na+].N[C:6]1[CH:14]=[C:13]([F:15])[CH:12]=[CH:11][C:7]=1[C:8]([OH:10])=[O:9].S(=O)(=O)(O)O.NS(O)(=O)=O.[C:26]([O:30][CH3:31])(=[O:29])[CH:27]=[CH2:28]>O.C(O)(C)C.C/C(/[O-])=C/C(C)=O.C/C(/[O-])=C/C(C)=O.[Pd+2]>[F:15][C:13]1[CH:12]=[CH:11][C:7]([C:8]([OH:10])=[O:9])=[C:6]([CH:28]=[CH:27][C:26]([O:30][CH3:31])=[O:29])[CH:14]=1 |f:0.1,8.9.10|. Starting materials: NS(=O)(=O)O (amidosulfonic acid), C(C=C)(=O)OC (methyl acrylate), 0C, N(=O)[O-].[Na+] (sodium nitrite), NC1=C(C(=O)O)C=CC(=C1)F (2-amino-4-fluorobenzoic acid), S(O)(O)(=O)=O (sulfuric acid). Solvent: C(C)(C)O (isopropanol), O (water), O (water), O (water). Run at time 1 hour. Yield: 76.1%. Reactants: S(=O)([O-])[O-].[Na+].[Na+] (Sodium sulfite), C1(CC1)S(=O)(=O)C1=CC=C(C=C1)C(CC1CCOCC1)C1=CC=C(N1)C1=NC=C(C=C1)C=C (2-(5-{1-[4-(cyclopropylsulfonyl)phenyl]-2-(tetrahydro-2H-pyran-4-yl)ethyl}-1H-pyrrol-2-yl)-5-ethenylpyridine), C(C)(C)(C)O (tert-butyl alcohol), CC[C@@H]1CN2CC[C@@H]1C[C@@H]2[C@@H](C3=C4C=C(C=CC4=NC=C3)OC)OC5=NN=C(C6=CC=CC=C65)O[C@@H]([C@H]7C[C@@H]8CCN7C[C@@H]8CC)C9=C1C=C(C=CC1=NC=C9)OC (AD-mix-α). Solvent: C(C)(=O)OC (methyl acetate), O (water). Yields the product C1(CC1)S(=O)(=O)C1=CC=C(C=C1)C(CC1CCOCC1)C1=CC=C(N1)C1=CC=C(C=N1)C(CO)O (1-[6-(5-{1-[4-(cyclopropylsulfonyl)phenyl]-2-(tetrahydro-2H-pyran-4-yl)ethyl}-1H-pyrrol-2-yl)pyridin-3-yl]ethane-1,2-diol). The yield is 40.0%. Reaction SMILES: [CH:1]1([S:4]([C:7]2[CH:12]=[CH:11][C:10]([CH:13]([C:21]3[NH:25][C:24]([C:26]4[CH:31]=[CH:30]C(C=C)=[CH:28][N:27]=4)=[CH:23][CH:22]=3)[CH2:14][CH:15]3[CH2:20][CH2:19][O:18][CH2:17][CH2:16]3)=[CH:9][CH:8]=2)(=[O:6])=[O:5])[CH2:3][CH2:2]1.[C:34]([OH:38])(C)([CH3:36])[CH3:35].CC[C@H]1[C@H]2C[C@H]([C@H](OC3C4C(=CC=CC=4)C(O[C@H](C4C=CN=C5C=4C=C(OC)C=C5)[C@@H]4N5C[C@H](CC)[C@@H](CC5)C4)=NN=3)C3C=CN=C4C=3C=C([O:60]C)C=C4)N(CC2)C1.S([O-])([O-])=O.[Na+].[Na+]>C(OC)(=O)C.O>[CH:1]1([S:4]([C:7]2[CH:12]=[CH:11][C:10]([CH:13]([C:21]3[NH:25][C:24]([C:26]4[N:27]=[CH:28][C:35]([CH:34]([OH:38])[CH2:36][OH:60])=[CH:30][CH:31]=4)=[CH:23][CH:22]=3)[CH2:14][CH:15]3[CH2:20][CH2:19][O:18][CH2:17][CH2:16]3)=[CH:9][CH:8]=2)(=[O:6])=[O:5])[CH2:3][CH2:2]1 |f:3.4.5|. Procedure details: To a solution of 2-(5-{1-[4-(cyclopropylsulfonyl)phenyl]-2-(tetrahydro-2H-pyran-4-yl)ethyl}-1H-pyrrol-2-yl)-5-ethenylpyridine (110 mg) in a mixed solvent of tert-butyl alcohol (1.5 mL) and water (1.5 mL) was added AD-mix-α (350 mg; Aldrich), and the mixture was stirred under ice-cooling for 4 hr. Sodium sulfite (30 mg) was added and the mixture was stirred for 30 min. The reaction mixture was diluted with methyl acetate, washed with water and saturated brine, dried (MgSO4) and concentrated. The ...